This data is from the Open Reaction Database (ORD), a public repository of structured organic reaction records. The task is: describe an organic reaction: reactants, conditions, products, and yield Reactants: C, CCc1nn2c(-c3c(OC)cc(COC)cc3OC)cccc2c1[N+](=O)[O-], CO, [Pd]. The product is CCc1nn2c(-c3c(OC)cc(COC)cc3OC)cccc2c1N. As a reaction SMILES: [C:28].[CH3:1][O:2][c:3]1[c:4](-[c:14]2[cH:15][cH:16][cH:17][c:18]3[n:19]2[n:20][c:21]([CH2:26][CH3:27])[c:22]3[N+:23]([O-:24])=[O:25])[c:5]([O:12][CH3:13])[cH:6][c:7]([CH2:9][O:10][CH3:11])[cH:8]1.[CH3:30][OH:31].[Pd:29]>>[CH3:1][O:2][c:3]1[c:4](-[c:14]2[cH:15][cH:16][cH:17][c:18]3[n:19]2[n:20][c:21]([CH2:26][CH3:27])[c:22]3[NH2:23])[c:5]([O:12][CH3:13])[cH:6][c:7]([CH2:9][O:10][CH3:11])[cH:8]1. The reactants are CC(=O)[O-], CC(=O)[O-], C[O-], CC(C)CC(N)C(=O)O, CO, [Na+], O, O, [Zn+2]. Yields the product CC(C)CC(N)C(=O)O, [Zn]. RXN SMILES: [C:15]([O-:16])(=[O:17])[CH3:18].[C:20]([O-:21])(=[O:22])[CH3:23].[CH3:10][O-:11].[CH3:1][CH:2]([CH3:3])[CH2:4][CH:5]([NH2:6])[C:7]([OH:8])=[O:9].[CH3:24][OH:25].[Na+:12].[OH2:13].[OH2:14].[Zn+2:19]>>[CH3:1][CH:2]([CH3:3])[CH2:4][CH:5]([NH2:6])[C:7](=[O:8])[OH:9].[Zn:19]. The reactants are NC=1C=C(C=C(C1)C)C1=CN=C(S1)C(C(F)(F)F)(C)O (2-[5-(3-amino-5-methylphenyl)-1,3-thiazol-2-yl]-1,1,1-trifluoropropan-2-ol), C([O-])([O-])=O.[Cs+].[Cs+] (cesium carbonate), ClC1=NC=CC(=N1)C(C)=O (1-(2-chloropyrimidin-4-yl)ethanone), CC1(C2=C(C(=CC=C2)P(C3=CC=CC=C3)C4=CC=CC=C4)OC5=C(C=CC=C51)P(C6=CC=CC=C6)C7=CC=CC=C7)C (Xantphos). The reagents and catalysts are CC(=O)[O-].CC(=O)[O-].[Pd+2] (Pd(OAc)2). Solvent: O1CCOCC1 (dioxane). Run at temperature 100 celsius, time 8 hour. Product: CC=1C=C(C=C(C1)C1=CN=C(S1)C(C(F)(F)F)(C)O)NC1=NC=CC(=N1)C(C)=O (1-[2-({3-methyl-5-[2-(1,1,1-trifluoro-2-hydroxypropan-2-yl)-1,3-thiazol-5-yl]phenyl}amino)pyrimidin-4-yl]ethanone). The yield is 35.8%. Reaction SMILES: [NH2:1][C:2]1[CH:3]=[C:4]([C:9]2[S:13][C:12]([C:14]([OH:20])([CH3:19])[C:15]([F:18])([F:17])[F:16])=[N:11][CH:10]=2)[CH:5]=[C:6]([CH3:8])[CH:7]=1.C(=O)([O-])[O-].[Cs+].[Cs+].Cl[C:28]1[N:33]=[C:32]([C:34](=[O:36])[CH3:35])[CH:31]=[CH:30][N:29]=1.CC1(C)C2C(=C(P(C3C=CC=CC=3)C3C=CC=CC=3)C=CC=2)OC2C(P(C3C=CC=CC=3)C3C=CC=CC=3)=CC=CC1=2>CC([O-])=O.CC([O-])=O.[Pd+2].O1CCOCC1>[CH3:8][C:6]1[CH:7]=[C:2]([NH:1][C:28]2[N:33]=[C:32]([C:34](=[O:36])[CH3:35])[CH:31]=[CH:30][N:29]=2)[CH:3]=[C:4]([C:9]2[S:13][C:12]([C:14]([OH:20])([CH3:19])[C:15]([F:18])([F:17])[F:16])=[N:11][CH:10]=2)[CH:5]=1 |f:1.2.3,6.7.8|. Procedure: To Intermediate 17 (500 mg, 1.654 mmol) in a scintillation vial was added dioxane (8.27 mL), cesium carbonate (1078 mg, 3.31 mmol), and 1-(2-chloropyrimidin-4-yl)ethanone (285 mg, 1.819 mmol). The system was purged and flushed with Ar(g) three times before adding Xantphos (144 mg, 0.248 mmol) and Pd(OAc)2 (40.8 mg, 0.182 mmol). The system was purged and flushed with Ar(g) three times before sealing the system and heating to 100° C. The reaction was stirred overnight and was cooled to room temper... The reactants are CN1CCOCC1 (N-methylmorpholine), C1(CCCCC1)N=C=NC1CCCCC1 (dicyclohexylcarbodiimide), C(C(=O)C)(=O)O (pyruvic acid), S(=O)(=O)(O)C1=CC=C(C)C=C1.C1N[C@@H](CC2=CC=CC=C12)C(=O)OCC1=CC=CC=C1 (benzyl (S)-1,2,3,4-tetrahydroisoquinoline-3-carboxylate tosylate). Solvent: C(Cl)(Cl)Cl (CHCl3). Conditions: temperature 0 celsius, time 48 hour. Product: C(C(=O)C)(=O)N1CC2=CC=CC=C2C[C@H]1C(=O)OCC1=CC=CC=C1 (benzyl N-pyruvoyl-(S)-1,2,3,4-tetrahydroisoquinoline-3-carboxylate). As a reaction SMILES: S(C1C=CC(C)=CC=1)(O)(=O)=O.[CH2:12]1[C:21]2[C:16](=[CH:17][CH:18]=[CH:19][CH:20]=2)[CH2:15][C@@H:14]([C:22]([O:24][CH2:25][C:26]2[CH:31]=[CH:30][CH:29]=[CH:28][CH:27]=2)=[O:23])[NH:13]1.CN1CCOCC1.C1(N=C=NC2CCCCC2)CCCCC1.[C:54](O)(=[O:58])[C:55]([CH3:57])=[O:56]>C(Cl)(Cl)Cl>[C:54]([N:13]1[C@H:14]([C:22]([O:24][CH2:25][C:26]2[CH:27]=[CH:28][CH:29]=[CH:30][CH:31]=2)=[O:23])[CH2:15][C:16]2[C:21](=[CH:20][CH:19]=[CH:18][CH:17]=2)[CH2:12]1)(=[O:58])[C:55]([CH3:57])=[O:56] |f:0.1|. Procedure: 13.17 g of benzyl (S)-1,2,3,4-tetrahydroisoquinoline-3-carboxylate tosylate (N. Yoneda, et al., Chem.Pharm.Bull., 31, 312 (1983)) was suspended in 30 mL CHCl3. N-methylmorpholine was added until the pH was 7, 6.8 g of dicyclohexylcarbodiimide and 3.17 g of pyruvic acid was added at -5° C. The reaction mixture was stirred at -50° C. for one hour and 0° C. for 48 hours. The reaction mixture was filtered, and the filtrate was concentrated to dryness to give a semi-solid, which was purified by passi... RXN SMILES: [C:13](=[O:14])([O-:15])[O-:16].[C:24]([c:25]1[cH:26][cH:27][cH:28][cH:29][cH:30]1)(=[O:31])[Cl:32].[CH2:33]([O:34][C:35](=[O:36])[CH3:37])[CH3:38].[CH3:19][N:20]([CH3:21])[CH:22]=[O:23].[K+:17].[K+:18].[N+:1](=[O:2])([O-:3])[c:4]1[cH:5][c:6]2[cH:7][cH:8][nH:9][c:10]2[cH:11][cH:12]1.[OH2:39]>>[N+:1](=[O:2])([O-:3])[c:4]1[cH:5][c:6]2[cH:7][cH:8][n:9]([C:24]([c:25]3[cH:26][cH:27][cH:28][cH:29][cH:30]3)=[O:31])[c:10]2[cH:11][cH:12]1. Starting materials: O=C([O-])[O-], O=C(Cl)c1ccccc1, CCOC(C)=O, CN(C)C=O, [K+], [K+], O=[N+]([O-])c1ccc2[nH]ccc2c1, O. Product: O=C(c1ccccc1)n1ccc2cc([N+](=O)[O-])ccc21. Isolated yield 101.4%. Reported procedure: To a solution of 2′-methyl-2′H-[1,3′]bipyrazolyl-4′-carboxylic acid ethyl ester (340 mg, 1.54 mmol) in CH3OH (5 mL) and water (55 mL) was added LiOH (41 mg, 1.71 mmol). The reaction mixture was stirred at reflux for 4 h, and then the solution was concentrated under reduced pressure to remove the methanol. The residue was diluted with water and the solution was acidified to pH 2 with concentrated HCl. The resulting mixture was then extracted three times with ethyl acetate. The combined organic ex... Yields the product CN1N=CC(=C1N1N=CC=C1)C(=O)O (2′-methyl-2′H-[1,3′]bipyrazolyl-4′-carboxylic acid). Reactants: C(C)OC(=O)C1=C(N(N=C1)C)N1N=CC=C1 (2′-methyl-2′H-[1,3′]bipyrazolyl-4′-carboxylic acid ethyl ester), [Li+].[OH-] (LiOH). Solvent: CO (CH3OH), O (water). As a reaction SMILES: C([O:3][C:4]([C:6]1[CH:10]=[N:9][N:8]([CH3:11])[C:7]=1[N:12]1[CH:16]=[CH:15][CH:14]=[N:13]1)=[O:5])C.[Li+].[OH-]>CO.O>[CH3:11][N:8]1[C:7]([N:12]2[CH:16]=[CH:15][CH:14]=[N:13]2)=[C:6]([C:4]([OH:5])=[O:3])[CH:10]=[N:9]1 |f:1.2|. The reactants are COC(=O)N1[C@H](N(C([C@@H](C1)C[C@H](CCC)CC)=O)C)C(C)(C)C ((2S,5R)-2-tert-butyl-5-((S)-2-ethyl-pentyl)-3-methyl-4-oxo-tetrahydro-pyrimidine-1-carboxylic acid methyl ester), Cl.O1CCOCC1 (HCl dioxane). Conditions: temperature 105 celsius. Product: NC[C@H](C(=O)O)C[C@H](CCC)CC ((2R,4S)-2-Aminomethyl-4-ethyl-heptanoic acid). Yield: 57.0%. Reaction SMILES: COC([N:5]1[CH2:10][C@@H:9]([CH2:11][C@@H:12]([CH2:16][CH3:17])[CH2:13][CH2:14][CH3:15])[C:8](=[O:18])N(C)[C@@H]1C(C)(C)C)=O.Cl.[O:25]1CCOCC1>>[NH2:5][CH2:10][C@@H:9]([CH2:11][C@@H:12]([CH2:16][CH3:17])[CH2:13][CH2:14][CH3:15])[C:8]([OH:18])=[O:25] |f:1.2|. Procedure details: A stirred solution of (2S,5R)-2-tert-butyl-5-((S)-2-ethyl-pentyl)-3-methyl-4-oxo-tetrahydro-pyrimidine-1-carboxylic acid methyl ester (0.185 g, 0.567 mmol) in a 1:1 mixture of 6N HCl/dioxane (8 mL) was heated at 105° C. for 6 days. The reaction was cooled to room temperature and concentrated under reduced pressure. The product was dissolved in 1:1 MeOH/H2O and loaded onto an ion exchange chromatography column (Varian SCX-Prepacked 10 g, 60 mL) and eluted with 1:1 MeOH/H2O (95%)+NH4OH. The fracti...